Dataset: the Open Reaction Database (ORD), a public repository of structured organic reaction records. Task: describe an organic reaction: reactants, conditions, products, and yield Starting materials: Clc1cc(NC2CCNCC2)c2[nH]c(-c3ccccc3)cc2c1, O=C=Nc1ccccc1. Yields the product O=C(Nc1ccccc1)N1CCC(Nc2cc(Cl)cc3cc(-c4ccccc4)[nH]c23)CC1. RXN SMILES: [Cl:1][c:2]1[cH:3][c:4]2[cH:5][c:6](-[c:18]3[cH:19][cH:20][cH:21][cH:22][cH:23]3)[nH:7][c:8]2[c:9]([NH:11][CH:12]2[CH2:13][CH2:14][NH:15][CH2:16][CH2:17]2)[cH:10]1.[c:24]1([N:30]=[C:31]=[O:32])[cH:25][cH:26][cH:27][cH:28][cH:29]1>>[Cl:1][c:2]1[cH:3][c:4]2[cH:5][c:6](-[c:18]3[cH:19][cH:20][cH:21][cH:22][cH:23]3)[nH:7][c:8]2[c:9]([NH:11][CH:12]2[CH2:13][CH2:14][N:15]([C:31]([NH:30][c:24]3[cH:25][cH:26][cH:27][cH:28][cH:29]3)=[O:32])[CH2:16][CH2:17]2)[cH:10]1. Product: C(C)(=O)N1CCC2=C(C(C1)C1=CC=CC=C1)C=C(C(=C2)OC)S(=O)(=O)Cl (3-acetyl-8-chlorosulfonyl-7-methoxy-1-phenyl-2,3,4,5-tetrahydro-1H-3-benzazepine). Starting materials: C(\C=C/C(=O)O)(=O)O.COC1=CC2=C(C(CNCC2)C2=CC=CC=C2)C=C1 (7-methoxy-1-phenyl-2,3,4,5-tetrahydro-1H-3-benzazepine maleate), ClS(=O)(=O)O (chlorosulfonic acid), S(=O)(Cl)Cl (thionyl chloride). Procedure: Following the general procedure of Example 2, 7-methoxy-1-phenyl-2,3,4,5-tetrahydro-1H-3-benzazepine maleate is acetylated and treated with chlorosulfonic acid followed by thionyl chloride to give 3-acetyl-8-chlorosulfonyl-7-methoxy-1-phenyl-2,3,4,5-tetrahydro-1H-3-benzazepine. As a reaction SMILES: [C:1]([OH:8])(=O)/[CH:2]=C\C(O)=O.[CH3:9][O:10][C:11]1[CH:27]=[CH:26][C:14]2[CH:15]([C:20]3[CH:25]=[CH:24][CH:23]=[CH:22][CH:21]=3)[CH2:16][NH:17][CH2:18][CH2:19][C:13]=2[CH:12]=1.[Cl:28][S:29](O)(=[O:31])=[O:30].S(Cl)(Cl)=O>>[C:1]([N:17]1[CH2:16][CH:15]([C:20]2[CH:25]=[CH:24][CH:23]=[CH:22][CH:21]=2)[C:14]2[CH:26]=[C:27]([S:29]([Cl:28])(=[O:31])=[O:30])[C:11]([O:10][CH3:9])=[CH:12][C:13]=2[CH2:19][CH2:18]1)(=[O:8])[CH3:2] |f:0.1|.